From a dataset of the Open Reaction Database (ORD), a public repository of structured organic reaction records. describe an organic reaction: reactants, conditions, products, and yield Reactants: FC(C(=O)O)(F)F.FC(C(=O)O)(F)F.C(#N)CC1(CN(C1)[C@H]1CC[C@H](CC1)OC1=CC(=NC(=N1)C(F)(F)F)C(=O)N(C)C)N1N=CC(=C1)C=1C2=C(N=CN1)NC=C2 (6-[(cis-4-{3-(cyanomethyl)-3-[4-(7H-pyrrolo[2,3-d]pyrimidin-4-yl)-1H-pyrazol-1-yl]azetidin-1-yl}cyclohexyl)oxy]-N,N-dimethyl-2-(trifluoromethyl)pyrimidine-4-carboxamide bis(trifluoroacetate)), COCCN (2-methoxyethylamine). Product: FC(C(=O)O)(F)F.FC(C(=O)O)(F)F.C(#N)CC1(CN(C1)[C@H]1CC[C@H](CC1)OC1=CC(=NC(=N1)C(F)(F)F)C(=O)NCCOC)N1N=CC(=C1)C=1C2=C(N=CN1)NC=C2 (6-[(cis-4-{3-(cyanomethyl)-3-[4-(7H-pyrrolo[2,3-d]pyrimidin-4-yl)-1H-pyrazol-1-yl]azetidin-1-yl}cyclohexyl)oxy]-N-(2-methoxyethyl)-2-(trifluoromethyl)pyrimidine-4-carboxamide bis(trifluoroacetate)). As a reaction SMILES: [F:1][C:2]([F:7])([F:6])[C:3]([OH:5])=[O:4].[F:8][C:9]([F:14])([F:13])[C:10]([OH:12])=[O:11].[C:15]([CH2:17][C:18]1([N:44]2[CH:48]=[C:47]([C:49]3[C:50]4[CH:57]=[CH:56][NH:55][C:51]=4[N:52]=[CH:53][N:54]=3)[CH:46]=[N:45]2)[CH2:21][N:20]([C@@H:22]2[CH2:27][CH2:26][C@H:25]([O:28][C:29]3[N:34]=[C:33]([C:35]([F:38])([F:37])[F:36])[N:32]=[C:31]([C:39]([N:41](C)[CH3:42])=[O:40])[CH:30]=3)[CH2:24][CH2:23]2)[CH2:19]1)#[N:16].[CH3:58][O:59][CH2:60]CN>>[F:1][C:2]([F:7])([F:6])[C:3]([OH:5])=[O:4].[F:8][C:9]([F:14])([F:13])[C:10]([OH:12])=[O:11].[C:15]([CH2:17][C:18]1([N:44]2[CH:48]=[C:47]([C:49]3[C:50]4[CH:57]=[CH:56][NH:55][C:51]=4[N:52]=[CH:53][N:54]=3)[CH:46]=[N:45]2)[CH2:19][N:20]([C@@H:22]2[CH2:27][CH2:26][C@H:25]([O:28][C:29]3[N:34]=[C:33]([C:35]([F:37])([F:36])[F:38])[N:32]=[C:31]([C:39]([NH:41][CH2:42][CH2:58][O:59][CH3:60])=[O:40])[CH:30]=3)[CH2:24][CH2:23]2)[CH2:21]1)#[N:16] |f:0.1.2,4.5.6|. Reported procedure: This compound was prepared by a procedure similar to that of Example 46 using 6-[(cis-4-{3-(cyanomethyl)-3-[4-(7-{[2-(trimethylsilyl)ethoxy]methyl}-7H-pyrrolo[2,3-d]pyrimidin-4-yl)-1H-pyrazol-1-yl]azetidin-1-yl}cyclohexyl)oxy]-2-(trifluoromethyl)pyrimidine-4-carboxylic acid (20.00 mg, 0.02866 mmol) (Example 46, Step 4) and 2-methoxyethylamine (4.98 μL, 0.0573 mmol). 1H NMR (300 MHz, CD3OD) δ 9.09 (s, 1H), 8.88 (s, 1H), 8.79 (brs, 1H), 8.59 (s, 1H), 7.79 (d, 1H), 7.58 (s, 1H), 7.25 (d, 1H), 5.53 ... Starting materials: Cl (HCl), CC(C)([O-])C.[K+] (potassium tert-butoxide), O (water), [OH-].[Na+] (NaOH), C1(=CC=CC=C1)COC(=O)N1CC2N(CC1)C(OC2)=O ((+/-)-Tetrahydro-3-oxo-3 H-oxazolo(3, 4-a)pyrazin-7(1 H)-carboxylic acid phenylmethylester). Reaction conditions: time 2 hour. Product: C1(=CC=CC=C1)COC(=O)N1CC(NCC1)CO ((+/-)-3-Hydroxymethylpiperazine-1-carboxylic acid phenylmethylester). As a reaction SMILES: CC(C)([O-])C.[K+].O.[C:8]1([CH2:14][O:15][C:16]([N:18]2[CH2:23][CH2:22][N:21]3C(=O)[O:25][CH2:26][CH:20]3[CH2:19]2)=[O:17])[CH:13]=[CH:12][CH:11]=[CH:10][CH:9]=1.Cl.[OH-].[Na+]>>[C:8]1([CH2:14][O:15][C:16]([N:18]2[CH2:23][CH2:22][NH:21][CH:20]([CH2:26][OH:25])[CH2:19]2)=[O:17])[CH:13]=[CH:12][CH:11]=[CH:10][CH:9]=1 |f:0.1,5.6|. Procedure: To a flame dried flask under an inert atmosphere containing potassium tert-butoxide (12.18 g, 108.58 mmol) and water (900 mg, 50.00 mmol) at 0° C. is added (+/-)-tetrahydro-3-oxo-3 H-oxazolo(3,4-a)pyrazin-7(1 H)-carboxylic acid phenylmethylester (Step 3, 10.00 g, 36.19 mmol). The reaction is warmed to ambient temperature, stirred for 2 hours, cooled to 0° C., acidified to pH=2 with conc. HCl, adjusted to pH=9 with 1N NaOH, and extracted with methylene chloride (2×100 mL). The organic extracts ar... Starting materials: C(=O)([O-])[O-].[K+].[K+] (K2CO3), CNCCOC (N-methyl-2-(methyloxy)ethanamine), BrCC(=O)N1CCC2=CC(=C(C=C12)[N+](=O)[O-])OC (1-(bromoacetyl)-5-(methyloxy)-6-nitro-2,3-dihydro-1H-indole). Solvent: ClCCl (dichloromethane), ClCCl (dichloromethane), O (water). Run at time 8 hour. The product is CN(CCOC)CC(=O)N1CCC2=CC(=C(C=C12)N)OC (1-({methyl[2-(methyloxy)ethyl]amino}acetyl)-5-(methyloxy)-2,3-dihydro-1H-indol-6-amine). The yield is 83.2%. Reaction SMILES: Br[CH2:2][C:3]([N:5]1[C:13]2[C:8](=[CH:9][C:10]([O:17][CH3:18])=[C:11]([N+:14]([O-])=O)[CH:12]=2)[CH2:7][CH2:6]1)=[O:4].C([O-])([O-])=O.[K+].[K+].[CH3:25][NH:26][CH2:27][CH2:28][O:29][CH3:30]>ClCCl.O>[CH3:25][N:26]([CH2:2][C:3]([N:5]1[C:13]2[C:8](=[CH:9][C:10]([O:17][CH3:18])=[C:11]([NH2:14])[CH:12]=2)[CH2:7][CH2:6]1)=[O:4])[CH2:27][CH2:28][O:29][CH3:30] |f:1.2.3|. Procedure details: The 1-(bromoacetyl)-5-(methyloxy)-6-nitro-2,3-dihydro-1H-indole (4.0 g, 12.7 mmol) was dissolved in 50 mL of dichloromethane, then K2CO3 (4.4 g, 31.7 mmol) and N-methyl-2-(methyloxy)ethanamine (1.4 g, 15.2 mmol) in 10 mL dichloromethane were added, the reaction was stirred at RT overnight. The reaction mixture was diluted with 100 mL of water, the organic solvents were washed with water (2×100 mL), and dried over Na2SO4. The solvent was removed under reduced pressure and the resulting residue wa... Starting materials: CS(=O)(=O)OCCOC1=C(C=C(C=C1C)C1=NOC(=N1)C1=CC(=NC(=C1)OC)C1CCCC1)CC (2-(4-(5-(2-cyclopentyl-6-methoxypyridin-4-yl)-1,2,4-oxadiazol-3-yl)-2-ethyl-6-methylphenoxy)ethyl methanesulfonate), CC1(OCC(O1)CN)C (rac-2,2-dimethyl-1,3-dioxolane-4-methanamine). Run in C(C)#N (acetonitrile). Run at temperature 65 celsius, time 16 hour. The product is C1(CCCC1)C1=NC(=CC(=C1)C1=NC(=NO1)C1=CC(=C(OCCNCC2OC(OC2)(C)C)C(=C1)C)CC)OC (rac-2-(4-(5-(2-cyclopentyl-6-methoxypyridin-4-yl)-1,2,4-oxadiazol-3-yl)-2-ethyl-6-methylphenoxy)-N-((2,2-dimethyl-1,3-dioxolan-4-yl)methyl)ethanamine). Yield: 86.2%. Reaction SMILES: CS(O[CH2:6][CH2:7][O:8][C:9]1[C:14]([CH3:15])=[CH:13][C:12]([C:16]2[N:20]=[C:19]([C:21]3[CH:26]=[C:25]([O:27][CH3:28])[N:24]=[C:23]([CH:29]4[CH2:33][CH2:32][CH2:31][CH2:30]4)[CH:22]=3)[O:18][N:17]=2)=[CH:11][C:10]=1[CH2:34][CH3:35])(=O)=O.[CH3:36][C:37]1([CH3:44])[O:41][CH:40]([CH2:42][NH2:43])[CH2:39][O:38]1>C(#N)C>[CH:29]1([C:23]2[CH:22]=[C:21]([C:19]3[O:18][N:17]=[C:16]([C:12]4[CH:13]=[C:14]([CH3:15])[C:9]([O:8][CH2:7][CH2:6][NH:43][CH2:42][CH:40]5[CH2:39][O:38][C:37]([CH3:44])([CH3:36])[O:41]5)=[C:10]([CH2:34][CH3:35])[CH:11]=4)[N:20]=3)[CH:26]=[C:25]([O:27][CH3:28])[N:24]=2)[CH2:30][CH2:31][CH2:32][CH2:33]1. Procedure: A mixture of 2-(4-(5-(2-cyclopentyl-6-methoxypyridin-4-yl)-1,2,4-oxadiazol-3-yl)-2-ethyl-6-methylphenoxy)ethyl methanesulfonate (195 mg, 0.389 mmol) and rac-2,2-dimethyl-1,3-dioxolane-4-methanamine (51 mg, 0.389 mmol) in acetonitrile (6 mL) is stirred at 65° C. for 16 h. The mixture is separated by prep. HPLC to give rac-2-(4-(5-(2-cyclopentyl-6-methoxypyridin-4-yl)-1,2,4-oxadiazol-3-yl)-2-ethyl-6-methylphenoxy)-N-((2,2-dimethyl-1,3-dioxolan-4-yl)methyl)ethanamine (180 mg) as a white solid. This... Product: COC(=O)C1NC(CC1)=O (5-Oxo-pyrrolidine-2-carboxylic acid methyl ester). Run in C1(=CC=CC=C1)C (toluene). Reactants: OS(=O)(=O)O (H2SO4), [OH-].[Na+] (NaOH), N1C(CCC1=O)C(=O)O (DL-pyroglutamic acid), CO (CH3OH), OS(=O)(=O)O (H2SO4). Procedure details: To a solution of DL-pyroglutamic acid (50 g, 0.387 mol) in 157 mL CH3OH (3.87 mol) and 100 mL toluene was added concentrated H2SO4 (2.5 mL). This mixture was warmed to reflux and allowed to stir for 16 h. Since starting material remained, another 4 mL concentrated H2SO4 was added and the mixture stirred at reflux for an additional 24 h then was cooled to ambient temperature and 20% aqueous NaOH was added to bring the solution to pH ˜6. The mixture was concentrated under reduced pressure and the ... As a reaction SMILES: [NH:1]1[C:5](=[O:6])[CH2:4][CH2:3][CH:2]1[C:7]([OH:9])=[O:8].[CH3:10]O.OS(O)(=O)=O.[OH-].[Na+]>C1(C)C=CC=CC=1>[CH3:10][O:8][C:7]([CH:2]1[CH2:3][CH2:4][C:5](=[O:6])[NH:1]1)=[O:9] |f:3.4|. Run at time 16 hour. Starting materials: NC1=CC=CC=C1, CC1=CC(C)=C(S(=O)(Cl)=O)C(C)=C1. Reagents/catalysts: O=C([O-])O.[Na+] (NaHCO3). The solvent is O (water), OCCOCCOCCOCCOCCO (PEG400), CC(C)=O (acetone). Run at temperature 25 celsius, pressure 100 psi, time 20 minute. Yields the product Cc1cc(C)c(S(=O)(=O)Nc2ccccc2)c(C)c1. Isolated yield 100.0%.